This data is from the Open Reaction Database (ORD), a public repository of structured organic reaction records. The task is: describe an organic reaction: reactants, conditions, products, and yield Reactants: C(C)(=O)OC[C@@H]1O[C@@H]([C@H]([C@H]([C@H]1CC(=O)[O-])CC(=O)[O-])CC(=O)[O-])C1=CC(=C(C=C1)Cl)CC1=CC=C(C=C1)OCCO[Si](C)(C)C(C)(C)C ((2R,3R,4R,5S,6S)-2-(acetoxymethyl)-6-(3-(4-(2-((tert-butyldimethylsilyl)oxy)ethoxy)benzyl)-4-chlorophenyl)tetrahydro-2H-pyran-3,4,5-triyltriacetate), C(C)(=O)O (acetic acid). The solvent is C1CCOC1.O (THF Water). Reaction conditions: time 24 hour. Product: C(C)(=O)O[C@@H]1[C@H](O[C@H]([C@@H]([C@H]1OC(C)=O)OC(C)=O)C1=CC(=C(C=C1)Cl)CC1=CC=C(C=C1)OCCO)COC(C)=O ((2R,3R,4R,5S,6S)-2-(acetoxymethyl)-6-(4-chloro-3-(4-(2-hydroxy ethoxy)benzyl)phenyl)tetrahydro-2H-pyran-3,4,5-triyl triacetate). The yield is 82.0%. As a reaction SMILES: [C:1]([O:4][CH2:5][C@H:6]1[C@H:11](CC([O-])=O)[C@H:10](CC([O-])=O)[C@H:9](CC([O-])=O)[C@@H:8]([C:24]2[CH:29]=[CH:28][C:27]([Cl:30])=[C:26]([CH2:31][C:32]3[CH:37]=[CH:36][C:35]([O:38][CH2:39][CH2:40][O:41][Si](C(C)(C)C)(C)C)=[CH:34][CH:33]=3)[CH:25]=2)[O:7]1)(=[O:3])[CH3:2].[C:49]([OH:52])(=[O:51])[CH3:50]>C1COCC1.O>[C:49]([O:52][C@H:11]1[C@H:10]([O:51][C:49](=[O:52])[CH3:50])[C@@H:9]([O:4][C:1](=[O:3])[CH3:2])[C@H:8]([C:24]2[CH:29]=[CH:28][C:27]([Cl:30])=[C:26]([CH2:31][C:32]3[CH:37]=[CH:36][C:35]([O:38][CH2:39][CH2:40][OH:41])=[CH:34][CH:33]=3)[CH:25]=2)[O:7][C@@H:6]1[CH2:5][O:4][C:1](=[O:3])[CH3:2])(=[O:51])[CH3:50] |f:2.3|. Reported procedure: To a solution of (2R,3R,4R,5S,6S)-2-(acetoxymethyl)-6-(3-(4-(2-((tert-butyldimethylsilyl)oxy)ethoxy)benzyl)-4-chlorophenyl)tetrahydro-2H-pyran-3,4,5-triyltriacetate (2.59 g, 3.66 mmol) in THF:Water (1:1, 36 mL) was added acetic acid (54 mL) at 0° C. The reaction mixture was stirred at r.t. for 24 h. After completion of reaction, as confirmed by TLC, the reaction mixture was evaporated in vacuo and the residue obtained was purified by column chromatography (silica gel, 4:6 Ethyl acetate:Pet. Ethe... The reactants are P(=O)(OCC1=CC=CC=C1)(OCC1=CC=CC=C1)OC1=CC(=CC=C1)C=1NC2=CC=C(C=C2C(C1)=O)N1CCCC1 (Dibenzyl 3-(4-oxo-6-(pyrrolidin-1-yl)-1,4-dihydroquinolin-2-yl)phenyl phosphate). The reagents and catalysts are [Pd] (Pd/C). Solvent: CO (MeOH). Yields the product P(=O)(OC1=CC(=CC=C1)C=1NC2=CC=C(C=C2C(C1)=O)N1CCCC1)(O)O (3-(4-Oxo-6-(pyrrolidin-1-yl)-1,4-dihydroquinolin-2-yl)phenyl dihydrogen phosphate). Yield: 69.4%. RXN SMILES: [P:1]([O:19][C:20]1[CH:25]=[CH:24][CH:23]=[C:22]([C:26]2[NH:27][C:28]3[C:33]([C:34](=[O:36])[CH:35]=2)=[CH:32][C:31]([N:37]2[CH2:41][CH2:40][CH2:39][CH2:38]2)=[CH:30][CH:29]=3)[CH:21]=1)([O:11]CC1C=CC=CC=1)([O:3]CC1C=CC=CC=1)=[O:2]>CO.[Pd]>[P:1]([OH:11])([OH:3])([O:19][C:20]1[CH:25]=[CH:24][CH:23]=[C:22]([C:26]2[NH:27][C:28]3[C:33]([C:34](=[O:36])[CH:35]=2)=[CH:32][C:31]([N:37]2[CH2:38][CH2:39][CH2:40][CH2:41]2)=[CH:30][CH:29]=3)[CH:21]=1)=[O:2]. Procedure: A suspension of 146 (200 mg, 0.36 mmol) in anhydrous MeOH (10 mL) was hydrogenated in the presence of 10% Pd/C (100 mg) at 25° C. for 20 min. The catalyst and precipitate were collected and dissolved in 10% NaHCO3 solution and then filtered. The filtrate was acidified with dil aq HCl and the precipitate was then collected and washed with acetone to give 147 (97 mg, 0.25 mmol). Yellow solid; yield: 69.8%; mp>300° C.; MS (ESI): m/z 387.1 (M+H)+; 1H-NMR (D2O+NaOD, 200 MHz): δ 1.78 (m, 4H), 3.08 (m,...